This data is from the Open Reaction Database (ORD), a public repository of structured organic reaction records. The task is: describe an organic reaction: reactants, conditions, products, and yield The reactants are O=C(OCc1ccccc1)C(CC(=O)N1CCN(CC(F)(F)F)CC1)Cc1ccccc1, CO. Yields the product O=C(O)C(CC(=O)N1CCN(CC(F)(F)F)CC1)Cc1ccccc1. RXN SMILES: [CH2:1]([c:2]1[cH:3][cH:4][cH:5][cH:6][cH:7]1)[CH:8]([C:9](=[O:10])[O:11][CH2:12][c:13]1[cH:14][cH:15][cH:16][cH:17][cH:18]1)[CH2:19][C:20](=[O:21])[N:22]1[CH2:23][CH2:24][N:25]([CH2:28][C:29]([F:30])([F:31])[F:32])[CH2:26][CH2:27]1.[CH3:33][OH:34]>>[CH2:1]([c:2]1[cH:3][cH:4][cH:5][cH:6][cH:7]1)[CH:8]([C:9](=[O:10])[OH:11])[CH2:19][C:20](=[O:21])[N:22]1[CH2:23][CH2:24][N:25]([CH2:28][C:29]([F:30])([F:31])[F:32])[CH2:26][CH2:27]1. Reactants: C(C1=CC=CC=C1)Br (benzyl bromide), C(C=C)OC(=O)[C@@H]([C@@H](C(=O)OC)O)CC(C)C (methyl 3(R)-(allyloxycarbonyl)-2(S)-hydroxy-5-methylhexanoate), C([O-])([O-])=O.[Cs+].[Cs+] (cesium carbonate). The reagents and catalysts are [Ag-]=O (silver(I) oxide). Solvent: C(C)OCC (diethyl ether), CN(C=O)C (dimethylformamide). Run at time 24 hour. The product is C(C=C)OC(=O)[C@@H]([C@@H](C(=O)OC)OCC1=CC=CC=C1)CC(C)C (methyl 3(R)-(allyloxycarbonyl)-2(S)-benzyloxy-5-methylhexanoate). As a reaction SMILES: [CH2:1](Br)[C:2]1[CH:7]=[CH:6][CH:5]=[CH:4][CH:3]=1.[CH2:9]([O:12][C:13]([C@H:15]([CH2:22][CH:23]([CH3:25])[CH3:24])[C@H:16]([OH:21])[C:17]([O:19][CH3:20])=[O:18])=[O:14])[CH:10]=[CH2:11].C(=O)([O-])[O-].[Cs+].[Cs+]>CN(C)C=O.C(OCC)C.[Ag-]=O>[CH2:9]([O:12][C:13]([C@H:15]([CH2:22][CH:23]([CH3:25])[CH3:24])[C@H:16]([O:21][CH2:1][C:2]1[CH:7]=[CH:6][CH:5]=[CH:4][CH:3]=1)[C:17]([O:19][CH3:20])=[O:18])=[O:14])[CH:10]=[CH2:11] |f:2.3.4|. Reported procedure: 0.51 g of silver(I) oxide and 0.33 ml of benzyl bromide were added to a solution of 0.27 g of methyl 3(R)-(allyloxycarbonyl)-2(S)-hydroxy-5-methylhexanoate in 5 ml of dimethylformamide. After stirring the mixture for 24 hours, 0.36 g of cesium carbonate were added and stirring was continued for 3 hours. The mixture was diluted with diethyl ether and filtered. The filtrate was then washed in succession with 5% aqueous citric acid, water, 5% aqueous sodium hydrogen carbonate, water and brine. The ... Starting materials: CC[Mg+].[Br-] (EtMgBr), [N+](=O)([O-])C=1C=C2C=CNC2=CC1 (5-nitroindole). Reagents/catalysts: [Pd] (Pd/C). Product: NC=1C(=C2C=CNC2=CC1)CC (5-amino-4-ethylindole). RXN SMILES: [CH3:1][CH2:2][Mg+].[Br-].[N+:5]([C:8]1[CH:9]=[C:10]2[C:14](=[CH:15][CH:16]=1)[NH:13][CH:12]=[CH:11]2)([O-])=O>[Pd]>[NH2:5][C:8]1[C:9]([CH2:2][CH3:1])=[C:10]2[C:14](=[CH:15][CH:16]=1)[NH:13][CH:12]=[CH:11]2 |f:0.1|. Procedure: Addition of EtMgBr to 5-nitroindole followed by hydrogenation over Pd/C provided 5-amino-4-ethylindole. Starting materials: [H-].[Na+] (Sodium hydride), O=C1C(CN(C2=C(N1)C=C(C=C2)C)C(C(C)(C)C)=O)NC(=O)OC(C)(C)C (2-oxo-3-tert-butoxycarbonylamino-5-pivaloyl-8-methyl-1,3,4,5-tetrahydro-2H-1,5-benzodiazepine), BrCC(=O)C=1OC=CC1 (Bromomethyl(furan-2-yl)ketone). Run in O1CCCC1 (tetrahydrofuran). Run at time 30 minute. Product: O1C(=CC=C1)C(=O)CN1C(C(CN(C2=C1C=C(C=C2)C)C(C(C)(C)C)=O)NC(=O)OC(C)(C)C)=O (1-(furan-2-yl)carbonylmethyl-2-oxo-3-tert-butoxycarbonylamino-5-pivaloyl-8-methyl-1,3,4,5-tetrahydro-2H-1,5-benzodiazepine). The yield is 21.4%. RXN SMILES: [H-].[Na+].[O:3]=[C:4]1[NH:10][C:9]2[CH:11]=[C:12]([CH3:15])[CH:13]=[CH:14][C:8]=2[N:7]([C:16](=[O:21])[C:17]([CH3:20])([CH3:19])[CH3:18])[CH2:6][CH:5]1[NH:22][C:23]([O:25][C:26]([CH3:29])([CH3:28])[CH3:27])=[O:24].Br[CH2:31][C:32]([C:34]1[O:35][CH:36]=[CH:37][CH:38]=1)=[O:33]>O1CCCC1>[O:35]1[CH:36]=[CH:37][CH:38]=[C:34]1[C:32]([CH2:31][N:10]1[C:9]2[CH:11]=[C:12]([CH3:15])[CH:13]=[CH:14][C:8]=2[N:7]([C:16](=[O:21])[C:17]([CH3:20])([CH3:18])[CH3:19])[CH2:6][CH:5]([NH:22][C:23]([O:25][C:26]([CH3:29])([CH3:28])[CH3:27])=[O:24])[C:4]1=[O:3])=[O:33] |f:0.1|. Procedure details: 60% Sodium hydride (320 mg) was suspended in tetrahydrofuran (30 ml), under ice-cooling 2-oxo-3-tert-butoxycarbonylamino-5-pivaloyl-8-methyl-1,3,4,5-tetrahydro-2H-1,5-benzodiazepine (2.00 g) obtained from Step I of Example 89, and the mixture was stirred for 30 minutes. Bromomethyl(furan-2-yl)ketone (1.89 g) was added dropwise thereto, stirred for 2 hours at room temperature. The reaction mixture was concentrated under reduced pressure, water (100 ml) and ethyl acetate (100 ml) were added, and s...